Dataset: the Open Reaction Database (ORD), a public repository of structured organic reaction records. Task: describe an organic reaction: reactants, conditions, products, and yield Reactants: CCOC(C)=O, O=Cc1ccccc1, CC(=O)c1ccc(N2CCNCC2)cc1. The product is CC(=O)c1ccc(N2CCN(Cc3ccccc3)CC2)cc1. Reaction SMILES: [CH3:24][CH2:25][O:26][C:27]([CH3:28])=[O:29].[CH:16](=[O:17])[c:18]1[cH:19][cH:20][cH:21][cH:22][cH:23]1.[N:1]1([c:7]2[cH:8][cH:9][c:10]([C:13]([CH3:14])=[O:15])[cH:11][cH:12]2)[CH2:2][CH2:3][NH:4][CH2:5][CH2:6]1>>[N:1]1([c:7]2[cH:8][cH:9][c:10]([C:13]([CH3:14])=[O:15])[cH:11][cH:12]2)[CH2:2][CH2:3][N:4]([CH2:16][c:18]2[cH:19][cH:20][cH:21][cH:22][cH:23]2)[CH2:5][CH2:6]1. Starting materials: C(CCC)C=1N(C=2N(N1)C=C(N2)C)CC2=CC=C(C=C2)C2=C(C=CC=C2)C#N (2-butyl-3-[(2'-cyanobiphenyl-4-yl)methyl]-5-methyl-3H-imidazo[1,2-b][1,2,4]triazole), C[Sn](C)(C)N=[N+]=[N-] (trimethyltin azide). Product: C(CCC)C=1N(C=2N(N1)C=C(N2)C)CC2=CC=C(C=C2)C2=C(C=CC=C2)C2=NN=NN2 (2-Butyl-5-methyl-3-[[2'-(5-tetrazolyl)biphenyl-4-yl]methyl]-3H-imidazo[1,2-b]-[1,2,4]triazole). The yield is 31.0%. As a reaction SMILES: [CH2:1]([C:5]1[N:6]([CH2:14][C:15]2[CH:20]=[CH:19][C:18]([C:21]3[CH:26]=[CH:25][CH:24]=[CH:23][C:22]=3[C:27]#[N:28])=[CH:17][CH:16]=2)[C:7]2[N:8]([CH:10]=[C:11]([CH3:13])[N:12]=2)[N:9]=1)[CH2:2][CH2:3][CH3:4].C[Sn]([N:33]=[N+:34]=[N-:35])(C)C>>[CH2:1]([C:5]1[N:6]([CH2:14][C:15]2[CH:16]=[CH:17][C:18]([C:21]3[CH:26]=[CH:25][CH:24]=[CH:23][C:22]=3[C:27]3[NH:35][N:34]=[N:33][N:28]=3)=[CH:19][CH:20]=2)[C:7]2[N:8]([CH:10]=[C:11]([CH3:13])[N:12]=2)[N:9]=1)[CH2:2][CH2:3][CH3:4]. Procedure: Reaction of 2-butyl-3-[(2'-cyanobiphenyl-4-yl)methyl]-5-methyl-3H-imidazo[1,2-b][1,2,4]triazole (from Steps B and C) with trimethyltin azide according to the procedure of Example 1, Step G, gave a 31% yield of the title compound as a light brown solid, mp 124°-125° C.; homogeneous by TLC in 90:10:0.1 CH2Cl2 -MeOH-AcOH. The reactants are C1=CC=C(C=C1)COC(=O)/N=N/C(=O)OCC2=CC=CC=C2 (DBAD), C(C1=CC=CC=C1)N1CCC2(CC(C=3NN=CC3O2)=O)CC1 (1-Benzyl-1′H-spiro[piperidine-4,5′-pyrano[3,2-c]pyrazol]-7′(6′H)-one), C1(=CC=CC=C1)P(C1=CC=CC=C1)C1=CC=CC=C1 (triphenylphosphine), CC(C)O (2-propanol). Solvent: O1CCCC1 (tetrahydrofuran). Run at time 5 day. The product is C(C1=CC=CC=C1)N1CCC2(CC(C=3N(N=CC3O2)C(C)C)=O)CC1 (1-benzyl-1′-isopropyl-1′H-spiro[piperidine-4,5′-pyrano[3,2-c]pyrazol]-7′(6′H)-one). Isolated yield 39.6%. Reaction SMILES: [CH2:1]([N:8]1[CH2:22][CH2:21][C:11]2([O:19][C:18]3[CH:17]=[N:16][NH:15][C:14]=3[C:13](=[O:20])[CH2:12]2)[CH2:10][CH2:9]1)[C:2]1[CH:7]=[CH:6][CH:5]=[CH:4][CH:3]=1.[CH3:23][CH:24](O)[CH3:25].C1(P(C2C=CC=CC=2)C2C=CC=CC=2)C=CC=CC=1.C1C=CC(COC(/N=N/C(OCC2C=CC=CC=2)=O)=O)=CC=1>O1CCCC1>[CH2:1]([N:8]1[CH2:22][CH2:21][C:11]2([O:19][C:18]3[CH:17]=[N:16][N:15]([CH:24]([CH3:25])[CH3:23])[C:14]=3[C:13](=[O:20])[CH2:12]2)[CH2:10][CH2:9]1)[C:2]1[CH:3]=[CH:4][CH:5]=[CH:6][CH:7]=1. Procedure details: 1-Benzyl-1′H-spiro[piperidine-4,5′-pyrano[3,2-c]pyrazol]-7′(6′H)-one (204 mg, 0.67 mmol) was dissolved in 10 mL tetrahydrofuran. 2-propanol (0.11 mL, 1.37 mmol) and polymer supported triphenylphosphine (0.5 g, 3 mmol/g loading) were added followed by addition of DBAD (322 mg, 1.37 mmol) and stirred at ambient temperature for 5 days. Filtered off polymer supported triphenyl phosphine and washed filtercake with 100 mL ethyl acetate. The filtrate was concentrated and the resultant yellow oil was tr...